From a dataset of the Open Reaction Database (ORD), a public repository of structured organic reaction records. describe an organic reaction: reactants, conditions, products, and yield The product is CCOC(=O)N(Cc1ccccc1)C1CC(C)Nc2cc(OC)c(OC)cc21. RXN SMILES: [CH2:1]([O:2][C:3](=[O:4])[N:11]1[CH:12]([CH3:38])[CH2:13][CH:14]([N:25]([C:26](=[O:27])[O:28][CH2:29][CH3:30])[CH2:31][c:32]2[cH:33][cH:34][cH:35][cH:36][cH:37]2)[c:15]2[cH:16][c:17]([O:23][CH3:24])[c:18]([O:21][CH3:22])[cH:19][c:20]21)[c:5]1[cH:6][cH:7][cH:8][cH:9][cH:10]1.[CH3:41][CH2:42][OH:43].[H:39][H:40]>>[NH:11]1[CH:12]([CH3:38])[CH2:13][CH:14]([N:25]([C:26](=[O:27])[O:28][CH2:29][CH3:30])[CH2:31][c:32]2[cH:33][cH:34][cH:35][cH:36][cH:37]2)[c:15]2[cH:16][c:17]([O:23][CH3:24])[c:18]([O:21][CH3:22])[cH:19][c:20]21. Starting materials: CCOC(=O)N(Cc1ccccc1)C1CC(C)N(C(=O)OCc2ccccc2)c2cc(OC)c(OC)cc21, CCO, [H][H]. The reactants are O=C(CCC1CCN(CC1)C(=O)OC(C)(C)C)C1=C(C=CC=C1)NC1=CC=CC=C1 (tert-Butyl 4-(3-oxo-3-(2-(phenylamino)phenyl)propyl)piperidine-1-carboxylate), Cl (hydrogen chloride). The solvent is CO (methanol), O1CCOCC1 (1,4-dioxane). Run at time 18 hour. Product: Cl.Cl.NC1=C(C=CC=C1)C(CCC1CCNCC1)=O (1-(2-Aminophenyl)-3-(piperidin-4-yl)propan-1-one dihydrochloride). RXN SMILES: [O:1]=[C:2]([C:18]1[CH:23]=[CH:22][CH:21]=[CH:20][C:19]=1[NH:24]C1C=CC=CC=1)[CH2:3][CH2:4][CH:5]1[CH2:10][CH2:9][N:8](C(OC(C)(C)C)=O)[CH2:7][CH2:6]1.[ClH:31]>CO.O1CCOCC1>[ClH:31].[ClH:31].[NH2:24][C:19]1[CH:20]=[CH:21][CH:22]=[CH:23][C:18]=1[C:2](=[O:1])[CH2:3][CH2:4][CH:5]1[CH2:6][CH2:7][NH:8][CH2:9][CH2:10]1 |f:4.5.6|. Procedure details: A solution of the compound prepared in Example 303 (1.00 g) in methanol (10 mL) was treated with hydrogen chloride solution in 1,4-dioxane (4 mol/L; 7.52 mL) and stirred at room temperature for 18 hours. The solution was concentrated under reduced pressure and azeotropped from methanol several times to furnish the title compound (0.76 g), which was used without further purification, possessing the following physical data. Product: FC1=C2CCN(C2=CC=C1[N+](=O)[O-])C(C)=O (1-(4-fluoro-5-nitro-2,3-dihydro-indol-1-yl)-ethanone). RXN SMILES: [F:1][C:2]1[CH:10]=[CH:9][CH:8]=[C:7]2[C:3]=1[CH2:4][CH2:5][N:6]2[C:11](=[O:13])[CH3:12].FC1C=CC=C2C=1C=CN2.OS(O)(=O)=O.[N+:29]([O-])([OH:31])=[O:30]>C(O)(=O)C>[F:1][C:2]1[C:10]([N+:29]([O-:31])=[O:30])=[CH:9][CH:8]=[C:7]2[C:3]=1[CH2:4][CH2:5][N:6]2[C:11](=[O:13])[CH3:12]. Solvent: C(C)(=O)O (acetic acid). Reactants: FC1=C2CCN(C2=CC=C1)C(C)=O (1-(4-fluoro-2,3-dihydro-indol-1-yl)-ethanone), FC1=C2C=CNC2=CC=C1 (4-fluoroindole), OS(=O)(=O)O (H2SO4), [N+](=O)(O)[O-] (HNO3). Procedure: Treatment of 1-(4-fluoro-2,3-dihydro-indol-1-yl)-ethanone, prepared from 4-fluoroindole (See e.g., EP 0645385A1), with concentrated H2SO4 and fuming HNO3 in glacial acetic acid gave 1-(4-fluoro-5-nitro-2,3-dihydro-indol-1-yl)-ethanone. Deprotection of the acetyl group with Na2S in aqueous ethanol provided 4-fluoro-5-nitro-2,3-dihydro-1H-indole, which was treated with 2,3-dicyano-5,6-dichloro-parabenzoquinone (DDQ) to provide 4-fluoro-5-nitroindole. A subsequent hydrogenation over Pd/C gave 5-ami...